This data is from the Open Reaction Database (ORD), a public repository of structured organic reaction records. The task is: describe an organic reaction: reactants, conditions, products, and yield Starting materials: O=C(CBr)Nc1ccc(Cl)cn1, O=C([O-])[O-], COC(=O)c1ccc2[nH]nc(C(=O)NC3CCN(C(C)C)CC3)c2c1, [Cs+], [Cs+], CN(C)C=O, O. Product: COC(=O)c1ccc2c(c1)c(C(=O)NC1CCN(C(C)C)CC1)nn2CC(=O)Nc1ccc(Cl)cn1. As a reaction SMILES: [Br:32][CH2:33][C:34](=[O:35])[NH:36][c:37]1[n:38][cH:39][c:40]([Cl:43])[cH:41][cH:42]1.[C:26](=[O:27])([O-:28])[O-:29].[CH3:1][O:2][C:3](=[O:4])[c:5]1[cH:6][c:7]2[c:8]([C:14]([NH:15][CH:16]3[CH2:17][CH2:18][N:19]([CH:22]([CH3:23])[CH3:24])[CH2:20][CH2:21]3)=[O:25])[n:9][nH:10][c:11]2[cH:12][cH:13]1.[Cs+:30].[Cs+:31].[O:45]=[CH:46][N:47]([CH3:48])[CH3:49].[OH2:44]>>[CH3:1][O:2][C:3](=[O:4])[c:5]1[cH:6][c:7]2[c:8]([C:14]([NH:15][CH:16]3[CH2:17][CH2:18][N:19]([CH:22]([CH3:23])[CH3:24])[CH2:20][CH2:21]3)=[O:25])[n:9][n:10]([CH2:33][C:34](=[O:35])[NH:36][c:37]3[n:38][cH:39][c:40]([Cl:43])[cH:41][cH:42]3)[c:11]2[cH:12][cH:13]1. Starting materials: COC1=C(C=CC(=C1)OC)C1=CC=C(C=C1)C(C)=O (4'-(2,4-dimethoxyphenyl)acetophenone), Cl.NOCCOC1=CC=C(CC2C(NC(S2)=O)=O)C=C1 (5-[4-(2-aminooxyethoxy)benzyl]thiazolidine-2,4-dione hydrochloride). Product: COC1=C(C=CC(=C1)OC)C1=CC=C(C=C1)C(C)=NOCCOC1=CC=C(CC2C(NC(S2)=O)=O)C=C1 (5-(4-{2-[1-(2',4'-Dimethoxybiphenyl-4-yl)ethylideneaminooxy]ethoxy}benzyl)thiazolidine-2,4-dione). The yield is 89.8%. As a reaction SMILES: [CH3:1][O:2][C:3]1[CH:8]=[C:7]([O:9][CH3:10])[CH:6]=[CH:5][C:4]=1[C:11]1[CH:16]=[CH:15][C:14]([C:17](=O)[CH3:18])=[CH:13][CH:12]=1.Cl.[NH2:21][O:22][CH2:23][CH2:24][O:25][C:26]1[CH:39]=[CH:38][C:29]([CH2:30][CH:31]2[S:35][C:34](=[O:36])[NH:33][C:32]2=[O:37])=[CH:28][CH:27]=1>>[CH3:1][O:2][C:3]1[CH:8]=[C:7]([O:9][CH3:10])[CH:6]=[CH:5][C:4]=1[C:11]1[CH:16]=[CH:15][C:14]([C:17](=[N:21][O:22][CH2:23][CH2:24][O:25][C:26]2[CH:27]=[CH:28][C:29]([CH2:30][CH:31]3[S:35][C:34](=[O:36])[NH:33][C:32]3=[O:37])=[CH:38][CH:39]=2)[CH3:18])=[CH:13][CH:12]=1 |f:1.2|. Reported procedure: Following a procedure similar to that described in Example 40(f), but using 256 mg of 4'-(2,4-dimethoxyphenyl)acetophenone and 382 mg of 5-[4-(2-aminooxyethoxy)benzyl]thiazolidine-2,4-dione hydrochloride [prepared as described in Example 40(e)], 467 mg of the title compound, melting at 186-188° C., were obtained.